From a dataset of the Open Reaction Database (ORD), a public repository of structured organic reaction records. describe an organic reaction: reactants, conditions, products, and yield Starting materials: CC(=O)[O-], Clc1ccc(Br)cc1, [Na+], CN(C)C=O. Product: C=Cc1ccc(Cl)cc1. Reaction SMILES: [CH3:10][C:11](=[O:12])[O-:13].[Cl:1][c:2]1[cH:3][cH:4][c:5]([Br:8])[cH:6][cH:7]1.[Na+:9].[O:14]=[CH:15][N:16]([CH3:17])[CH3:18]>>[Cl:1][c:2]1[cH:3][cH:4][c:5]([CH:10]=[CH2:11])[cH:6][cH:7]1. The reactants are ClC1=C(C=O)C=CC(=C1)Cl (2,4-dichlorobenzaldehyde), C(C)(=O)C1=CC=CC=C1 (acetophenone). Product: ClC1=C(C=CC(=C1)Cl)C=CC(=O)C1=CC=CC=C1 (3-(2,4-dichlorophenyl)-1-phenylprop-2-en-1-one). Reaction SMILES: [Cl:1][C:2]1[CH:9]=[C:8]([Cl:10])[CH:7]=[CH:6][C:3]=1[CH:4]=O.[C:11]([C:14]1[CH:19]=[CH:18][CH:17]=[CH:16][CH:15]=1)(=[O:13])[CH3:12]>>[Cl:1][C:2]1[CH:9]=[C:8]([Cl:10])[CH:7]=[CH:6][C:3]=1[CH:4]=[CH:12][C:11]([C:14]1[CH:19]=[CH:18][CH:17]=[CH:16][CH:15]=1)=[O:13]. Reported procedure: By a procedure similar to that of example 1.59.1, starting from 2,4-dichlorobenzaldehyde and acetophenone, 3-(2,4-dichlorophenyl)-1-phenylprop-2-en-1-one was obtained as yellow solid.